Dataset: the Open Reaction Database (ORD), a public repository of structured organic reaction records. Task: describe an organic reaction: reactants, conditions, products, and yield Starting materials: ClCCCl, CCC=CCO, CN(C)c1ccncc1, ClCCl, O=C(O)Cc1ccc(Cl)cc1. The product is CCC=CCOC(=O)Cc1ccc(Cl)cc1. RXN SMILES: [CH2:18]([Cl:19])[CH2:20][Cl:21].[CH2:1]([CH:2]=[CH:3][CH2:4][CH3:5])[OH:6].[CH3:25][N:26]([c:27]1[cH:28][cH:29][n:30][cH:31][cH:32]1)[CH3:33].[Cl:22][CH2:23][Cl:24].[Cl:7][c:8]1[cH:9][cH:10][c:11]([CH2:14][C:15](=[O:16])[OH:17])[cH:12][cH:13]1>>[CH2:1]([CH:2]=[CH:3][CH2:4][CH3:5])[O:6][C:15]([CH2:14][c:11]1[cH:10][cH:9][c:8]([Cl:7])[cH:13][cH:12]1)=[O:16]. Starting materials: ClCCl, CN(C)C=O, CN1C(=O)Cc2cccc(C(=O)c3ccccc3)c21, Cl, O=C=Nc1ccc(F)cc1, [H-], [H][H], [Na+]. The product is CN1C(=O)C(C(=O)Nc2ccc(F)cc2)c2cccc(C(=O)c3ccccc3)c21. RXN SMILES: [CH2:35]([Cl:36])[Cl:37].[CH3:38][N:39]([CH3:40])[CH:41]=[O:42].[CH3:3][N:4]1[C:5](=[O:21])[CH2:6][c:7]2[cH:8][cH:9][cH:10][c:11]([C:13]([c:14]3[cH:15][cH:16][cH:17][cH:18][cH:19]3)=[O:20])[c:12]21.[ClH:34].[F:24][c:25]1[cH:26][cH:27][c:28]([N:31]=[C:32]=[O:33])[cH:29][cH:30]1.[H-:1].[H:22][H:23].[Na+:2]>>[CH3:3][N:4]1[C:5](=[O:21])[CH:6]([C:32]([NH:31][c:28]2[cH:27][cH:26][c:25]([F:24])[cH:30][cH:29]2)=[O:33])[c:7]2[cH:8][cH:9][cH:10][c:11]([C:13]([c:14]3[cH:15][cH:16][cH:17][cH:18][cH:19]3)=[O:20])[c:12]21. The reactants are [N+](=O)([O-])C1=CC=C(C=C1)N1C=CC=2C=NC(=CC21)NC(OC(C)(C)C)=O (tert-butyl 1-(4-nitrophenyl)-1H-pyrrolo[3,2-c]pyridin-6-ylcarbamate), [NH4+].[Cl-] (NH4Cl). Reagents/catalysts: [Zn] (zinc). The solvent is CCOC(=O)C (EtOAc), CO (MeOH), C1CCOC1 (THF). Reaction conditions: time 15 hour. Product: NC1=CC=C(C=C1)N1C=CC=2C=NC(=CC21)NC(OC(C)(C)C)=O (tert-Butyl 1-(4-aminophenyl)-1H-pyrrolo[3,2-c]pyridin-6-ylcarbamate). Yield: 89.4%. Reaction SMILES: [N+:1]([C:4]1[CH:9]=[CH:8][C:7]([N:10]2[C:18]3[CH:17]=[C:16]([NH:19][C:20](=[O:26])[O:21][C:22]([CH3:25])([CH3:24])[CH3:23])[N:15]=[CH:14][C:13]=3[CH:12]=[CH:11]2)=[CH:6][CH:5]=1)([O-])=O.[NH4+].[Cl-]>CO.C1COCC1.CCOC(C)=O.[Zn]>[NH2:1][C:4]1[CH:9]=[CH:8][C:7]([N:10]2[C:18]3[CH:17]=[C:16]([NH:19][C:20](=[O:26])[O:21][C:22]([CH3:24])([CH3:23])[CH3:25])[N:15]=[CH:14][C:13]=3[CH:12]=[CH:11]2)=[CH:6][CH:5]=1 |f:1.2|. Procedure: A mixture of tert-butyl 1-(4-nitrophenyl)-1H-pyrrolo[3,2-c]pyridin-6-ylcarbamate (35 mg, 0.10 mmol), zinc powder (80 mg), and NH4Cl (100 mg) in MeOH (3 mL) and THF (2 mL) was stirred at rt for 15 h. The mixture was diluted with EtOAc, filtered through a pad of Celite®. The filtrate was washed with brine, dried over MgSO4 and concentration in vacuo to afford the title compound as a solid (29 mg, 89%) was obtained. LC-MS: m/z 325 (M+H)+. Starting materials: C(C)(C)(C)C=1C=C(C=C(C1)C(C)(C)C)C1(CC1)CC=O (1-(3,5-di-t-butyl phenyl)-cyclopropaneacetaldehyde), C(C)OC(=O)C=C(CP([O-])([O-])=O)C (3-ethoxycarbonyl-2-methylprop-2-enylphosphonate). The product is C(C)OC(C=C(C=CCC1(CC1)C1=CC(=CC(=C1)C(C)(C)C)C(C)(C)C)C)=O (ethyl-6-[1-(3,5-di-t-butyl phenyl)-cyclopropyl]-3-methyl-2,4-hexadienoate). The yield is 66.4%. Reaction SMILES: [C:1]([C:5]1[CH:6]=[C:7]([C:15]2([CH2:18][CH:19]=O)[CH2:17][CH2:16]2)[CH:8]=[C:9]([C:11]([CH3:14])([CH3:13])[CH3:12])[CH:10]=1)([CH3:4])([CH3:3])[CH3:2].[CH2:21]([O:23][C:24]([CH:26]=[C:27]([CH3:33])[CH2:28]P(=O)([O-])[O-])=[O:25])[CH3:22]>>[CH2:21]([O:23][C:24](=[O:25])[CH:26]=[C:27]([CH3:33])[CH:28]=[CH:19][CH2:18][C:15]1([C:7]2[CH:8]=[C:9]([C:11]([CH3:14])([CH3:13])[CH3:12])[CH:10]=[C:5]([C:1]([CH3:2])([CH3:4])[CH3:3])[CH:6]=2)[CH2:16][CH2:17]1)[CH3:22]. Procedure: The above cyclopropyl aldehyde 10 (29 mg, 0.13 mmol) and 3-ethoxycarbonyl-2-methylprop-2-enylphosphonate (215 mg, 0.82 mmol) were condensed as described for Example 1 to give 33 mg of ethyl-6-[1-(3,5-di-t-butyl phenyl)-cyclopropyl]-3-methyl-2,4-hexadienoate (11) as a pale yellow oil in 97% yield.